From a dataset of the Open Reaction Database (ORD), a public repository of structured organic reaction records. describe an organic reaction: reactants, conditions, products, and yield Starting materials: C(C)(C)NC(C)C (N,N-diisopropylamine), C(CCC)[Li] (n-butyllithium), solution, FC1=C(C#N)C=CC(=C1)F (2,4-difluorobenzonitrile), CN(C=O)C (N,N-dimethylformamide). Solvent: O1CCCC1 (tetrahydrofuran), CCCCCC (n-hexane), C(C)(=O)O (acetic acid), O1CCCC1 (tetrahydrofuran), O (water). Conditions: temperature -78 celsius, time 20 minute. The product is FC1=C(C#N)C=CC(=C1C=O)F (2,4-Difluoro-3-formyl-benzonitrile). RXN SMILES: C(NC(C)C)(C)C.C([Li])CCC.[F:13][C:14]1[CH:21]=[C:20]([F:22])[CH:19]=[CH:18][C:15]=1[C:16]#[N:17].CN(C)[CH:25]=[O:26]>O1CCCC1.CCCCCC.O.C(O)(=O)C>[F:13][C:14]1[C:21]([CH:25]=[O:26])=[C:20]([F:22])[CH:19]=[CH:18][C:15]=1[C:16]#[N:17]. Procedure details: Under nitrogen atmosphere and ice cooling, to a solution of 11.1 g of N,N-diisopropylamine in 100 mL of tetrahydrofuran was added 66 mL of 1.6 M n-butyllithium in n-hexane and stirred at this temperature for 20 minutes. After cooling to −78° C., 15 mL of a solution containing 13.9 g of 2,4-difluorobenzonitrile in tetrahydrofuran was added dropwise. After stirring at this temperature for 10 minutes, 8.6 mL of N,N-dimethylformamide was added dropwise and stirred at this temperature for 15 minutes.... Starting materials: Cc1cccc(N2CCNCC2)n1, O=C(NCC(F)(F)F)C1(CCCCBr)c2ccccc2-c2ccccc21. Yields the product Cc1cccc(N2CCN(CCCCC3(C(=O)NCC(F)(F)F)c4ccccc4-c4ccccc43)CC2)n1. As a reaction SMILES: [CH3:1][c:2]1[cH:3][cH:4][cH:5][c:6]([N:8]2[CH2:9][CH2:10][NH:11][CH2:12][CH2:13]2)[n:7]1.[F:14][C:15]([CH2:16][NH:17][C:18](=[O:19])[C:20]1([CH2:33][CH2:34][CH2:35][CH2:36][Br:37])[c:21]2[cH:22][cH:23][cH:24][cH:25][c:26]2-[c:27]2[cH:28][cH:29][cH:30][cH:31][c:32]21)([F:38])[F:39]>>[CH3:1][c:2]1[cH:3][cH:4][cH:5][c:6]([N:8]2[CH2:9][CH2:10][N:11]([CH2:36][CH2:35][CH2:34][CH2:33][C:20]3([C:18]([NH:17][CH2:16][C:15]([F:14])([F:38])[F:39])=[O:19])[c:21]4[cH:22][cH:23][cH:24][cH:25][c:26]4-[c:27]4[cH:28][cH:29][cH:30][cH:31][c:32]43)[CH2:12][CH2:13]2)[n:7]1. The reactants are O=C([O-])[O-], CCOC(=O)Cn1ccc2ccc(N)cc21, CS(=O)(=O)OCCCC#Cc1ccc(OC(F)(F)F)cc1, [K+], [K+], CN(C)C=O. Yields the product CCOC(=O)Cn1ccc2ccc(NCCCC#Cc3ccc(OC(F)(F)F)cc3)cc21. Reaction SMILES: [C:38](=[O:39])([O-:40])[O-:41].[CH2:1]([CH3:2])[O:3][C:4]([CH2:5][n:6]1[cH:7][cH:8][c:9]2[cH:10][cH:11][c:12]([NH2:15])[cH:13][c:14]12)=[O:16].[F:17][C:18]([O:19][c:20]1[cH:21][cH:22][c:23]([C:26]#[C:27][CH2:28][CH2:29][CH2:30][O:31][S:32]([CH3:33])(=[O:34])=[O:35])[cH:24][cH:25]1)([F:36])[F:37].[K+:42].[K+:43].[O:44]=[CH:45][N:46]([CH3:47])[CH3:48]>>[CH2:1]([CH3:2])[O:3][C:4]([CH2:5][n:6]1[cH:7][cH:8][c:9]2[cH:10][cH:11][c:12]([NH:15][CH2:30][CH2:29][CH2:28][C:27]#[C:26][c:23]3[cH:22][cH:21][c:20]([O:19][C:18]([F:17])([F:36])[F:37])[cH:25][cH:24]3)[cH:13][c:14]12)=[O:16]. Starting materials: C(CCC)[Li] (n-butyllithium), C(C)OC=1CN=C(CN1)OCC (3,6-diethoxy-2,5-dihydropyrazine), BrCC(CC1=CC=C2C=CC=C(C2=C1)OCCOC)C(C)C (7-(2-bromomethyl-3-methylbutyl)-1-(2-methoxyethoxy)naphthalene). Solvent: O1CCCC1 (tetrahydrofuran), O1CCCC1 (tetrahydrofuran). Run at temperature -20 celsius, time 20 minute. The product is C(C)OC=1C(N=C(CN1)OCC)CC(C(C)C)CC1=CC2=C(C=CC=C2C=C1)OCCOC (3,6-Diethoxy-2-{2-[8-(2-methoxyethoxy)naphthalen-2-ylmethyl]-3-methylbutyl}-2,5-dihydropyrazine). RXN SMILES: C([Li])CCC.[CH2:6]([O:8][C:9]1[CH2:10][N:11]=[C:12]([O:15][CH2:16][CH3:17])[CH2:13][N:14]=1)[CH3:7].Br[CH2:19][CH:20]([CH:37]([CH3:39])[CH3:38])[CH2:21][C:22]1[CH:31]=[C:30]2[C:25]([CH:26]=[CH:27][CH:28]=[C:29]2[O:32][CH2:33][CH2:34][O:35][CH3:36])=[CH:24][CH:23]=1>O1CCCC1>[CH2:6]([O:8][C:9]1[CH:10]([CH2:19][CH:20]([CH2:21][C:22]2[CH:23]=[CH:24][C:25]3[C:30](=[C:29]([O:32][CH2:33][CH2:34][O:35][CH3:36])[CH:28]=[CH:27][CH:26]=3)[CH:31]=2)[CH:37]([CH3:38])[CH3:39])[N:11]=[C:12]([O:15][CH2:16][CH3:17])[CH2:13][N:14]=1)[CH3:7]. Procedure details: 3.03 ml of n-butyllithium (1.6M in hexane) are added dropwise at −40° C. to the suspension of 0.884 g of 3,6-diethoxy-2,5-dihydropyrazine in 12 ml of tetrahydrofuran. After 20 minutes, a solution of 1.265 g of 7-(2-bromomethyl-3-methylbutyl)-1-(2-methoxyethoxy)naphthalene in 5 ml of tetrahydrofuran is added dropwise. The reaction mixture is stirred further at −40″C. for 30 minutes, then warmed to −20° C. over 1 hour. After 18 hours, the reaction mixture is concentrated by evaporation—the residue... Starting materials: CCOCC, COc1ccc(CO)cc1, N#CC(Cl)(Cl)Cl, [H-], [Na+]. Product: COc1ccc(COC(=N)C(Cl)(Cl)Cl)cc1. RXN SMILES: [CH3:19][CH2:20][O:21][CH2:22][CH3:23].[CH3:1][O:2][c:3]1[cH:4][cH:5][c:6]([CH2:7][OH:8])[cH:9][cH:10]1.[Cl:13][C:14]([C:15]#[N:16])([Cl:17])[Cl:18].[H-:11].[Na+:12]>>[CH3:1][O:2][c:3]1[cH:4][cH:5][c:6]([CH2:7][O:8][C:15]([C:14]([Cl:13])([Cl:17])[Cl:18])=[NH:16])[cH:9][cH:10]1. Starting materials: [Si](C)(C)(C(C)(C)C)O[C@@H]1[C@H](NC=2C=3N(CCC2C1=O)C=C(N3)C)C3=CC=CC=C3 ((8R,9R)-8-(tert-butyldimethylsilanyloxy)-2-methyl-9-phenyl-5,6,7,8,9,10-hexahydroimidazo[1,2-h][1,7]naphthyridin-7-one), ClC=1C(C(=C(C(C1Cl)=O)C#N)C#N)=O (2,3-dichloro-5,6-dicyano-p-benzoquinone). Run at time 2 day. Product: [Si](C)(C)(C(C)(C)C)O[C@@H]1[C@H](NC=2C=3N(C=CC2C1=O)C=C(N3)C)C3=CC=CC=C3 ((8R,9R)-8-(tert-Butyldimethylsilanyloxy)-2-methyl-9-phenyl-7,8,9,10-tetrahydroimidazo-[1,2-h][1,7]naphthyridin-7-one). As a reaction SMILES: [Si:1]([O:8][C@H:9]1[C:18](=[O:19])[C:17]2[CH2:16][CH2:15][N:14]3[CH:20]=[C:21]([CH3:23])[N:22]=[C:13]3[C:12]=2[NH:11][C@@H:10]1[C:24]1[CH:29]=[CH:28][CH:27]=[CH:26][CH:25]=1)([C:4]([CH3:7])([CH3:6])[CH3:5])([CH3:3])[CH3:2].ClC1C(=O)C(C#N)=C(C#N)C(=O)C=1Cl>>[Si:1]([O:8][C@H:9]1[C:18](=[O:19])[C:17]2[CH:16]=[CH:15][N:14]3[CH:20]=[C:21]([CH3:23])[N:22]=[C:13]3[C:12]=2[NH:11][C@@H:10]1[C:24]1[CH:29]=[CH:28][CH:27]=[CH:26][CH:25]=1)([C:4]([CH3:7])([CH3:5])[CH3:6])([CH3:3])[CH3:2]. Procedure details: 50.7 g (123.8 mmol) of (8R,9R)-8-(tert-butyldimethylsilanyloxy)-2-methyl-9-phenyl-5,6,7,8,9,10-hexahydroimidazo[1,2-h][1,7]naphthyridin-7-one are treated in portions at 5° C.–10° C. with 35.6 g (153.5 mmol) of 2,3-dichloro-5,6-dicyano-p-benzoquinone. After the end of the addition, the reaction mixture is stirred at room temperature for 2 days. The reaction mixture is extracted with 150 ml of sodium hydroxide solution and the sodium hydroxide solution phase separated off is extracted with 150 ml ...